Task: describe an organic reaction: reactants, conditions, products, and yield. Dataset: the Open Reaction Database (ORD), a public repository of structured organic reaction records Starting materials: CI, CN(C)C=O, CCCCCC, CCOC(C)=O, COC(=O)c1ccc(Cc2c[nH]c3ccc(C=O)cc23)c(OC)c1, Cl, [H-], [Na+]. Product: COC(=O)c1ccc(Cc2cn(C)c3ccc(C=O)cc23)c(OC)c1. Reaction SMILES: [CH3:27][I:28].[CH3:30][N:31]([CH3:32])[CH:33]=[O:34].[CH3:35][CH2:36][CH2:37][CH2:38][CH2:39][CH3:40].[CH3:41][CH2:42][O:43][C:44](=[O:45])[CH3:46].[CH:3](=[O:4])[c:5]1[cH:6][c:7]2[c:8]([CH2:14][c:15]3[c:16]([O:25][CH3:26])[cH:17][c:18]([C:19](=[O:20])[O:21][CH3:22])[cH:23][cH:24]3)[cH:9][nH:10][c:11]2[cH:12][cH:13]1.[ClH:29].[H-:1].[Na+:2]>>[CH:3](=[O:4])[c:5]1[cH:6][c:7]2[c:8]([CH2:14][c:15]3[c:16]([O:25][CH3:26])[cH:17][c:18]([C:19](=[O:20])[O:21][CH3:22])[cH:23][cH:24]3)[cH:9][n:10]([CH3:27])[c:11]2[cH:12][cH:13]1.